From a dataset of the Open Reaction Database (ORD), a public repository of structured organic reaction records. describe an organic reaction: reactants, conditions, products, and yield Procedure: 4-Cyano-3-methoxy-benzoic acid methyl ester from step 1 (4.7 g, 25 mmol) was dissolved in THF (125 ml). LiBH4 in THF (2 M, 25 ml, 50 mmol) was added. The reaction mixture was heated at 70° C. for 3 hours. The reaction mixture was quenched carefully with 3N HCl and then extracted with EtOAc (3×10 mL). The organic layers were combined, washed with brine, dried (MgSO4), filtered and concentrated to yield the desired product. Solvent: C1CCOC1 (THF), C1CCOC1 (THF). RXN SMILES: C[O:2][C:3](=O)[C:4]1[CH:9]=[CH:8][C:7]([C:10]#[N:11])=[C:6]([O:12][CH3:13])[CH:5]=1.[Li+].[BH4-]>C1COCC1>[OH:2][CH2:3][C:4]1[CH:9]=[CH:8][C:7]([C:10]#[N:11])=[C:6]([O:12][CH3:13])[CH:5]=1 |f:1.2|. Conditions: temperature 70 celsius. The product is OCC1=CC(=C(C#N)C=C1)OC (4-Hydroxymethyl-2-methoxy-benzonitrile). The reactants are COC(C1=CC(=C(C=C1)C#N)OC)=O (4-Cyano-3-methoxy-benzoic acid methyl ester), [Li+].[BH4-] (LiBH4). Starting materials: N1(CCCCC1)CC=1C=C(OCCCCNC2=NC(=NN2)C(=O)OCC)C=CC1 (ethyl 5-[4-[3-(1-piperidinylmethyl)phenoxy]butyl]amino-1H-1,2,4-triazole-3-carboxylate), [H-].[Al+3].[Li+].[H-].[H-].[H-] (lithium aluminium hydride). Run in O1CCCC1 (tetrahydrofuran). Reaction conditions: time 0.5 hour. Product: N1(CCCCC1)CC=1C=C(OCCCCNC2=NC(=NN2)CO)C=CC1 (5-[4-[3-(1-piperidinylmethyl)phenoxy]butyl]amino-1H-1,2,4-triazole-3-methanol). The yield is 35.0%. Reaction SMILES: [N:1]1([CH2:7][C:8]2[CH:9]=[C:10]([CH:27]=[CH:28][CH:29]=2)[O:11][CH2:12][CH2:13][CH2:14][CH2:15][NH:16][C:17]2[NH:21][N:20]=[C:19]([C:22](OCC)=[O:23])[N:18]=2)[CH2:6][CH2:5][CH2:4][CH2:3][CH2:2]1.[H-].[Al+3].[Li+].[H-].[H-].[H-]>O1CCCC1>[N:1]1([CH2:7][C:8]2[CH:9]=[C:10]([CH:27]=[CH:28][CH:29]=2)[O:11][CH2:12][CH2:13][CH2:14][CH2:15][NH:16][C:17]2[NH:21][N:20]=[C:19]([CH2:22][OH:23])[N:18]=2)[CH2:6][CH2:5][CH2:4][CH2:3][CH2:2]1 |f:1.2.3.4.5.6|. Procedure details: A mixture of ethyl 5-[4-[3-(1-piperidinylmethyl)phenoxy]butyl]amino-1H-1,2,4-triazole-3-carboxylate (0.3 g) and lithium aluminium hydride (0.1 g) in tetrahydrofuran (50 ml) was stirred at room temperature for 0.5 h, then quenched with water. The solid was filtered off and washed with methanol. The filtrate and washings were evaporated to leave a residue which was extracted with hot ethyl acetate. Evaporation of the extract gave an oil that solidified. It was crystallised from ethyl acetate to gi... The reactants are CCN(C(C)C)C(C)C, ClCCl, O=C(O)c1ccccc1-c1ccc(C(F)(F)F)cc1, COC(=O)C(c1ccccc1)C1CCN(c2ccc(N)cc2)CC1, CN(C)C=O, O, O=S(Cl)Cl. Yields the product COC(=O)C(c1ccccc1)C1CCN(c2ccc(NC(=O)c3ccccc3-c3ccc(C(F)(F)F)cc3)cc2)CC1. RXN SMILES: [CH:48]([N:49]([CH2:50][CH3:51])[CH:52]([CH3:53])[CH3:54])([CH3:55])[CH3:56].[Cl:62][CH2:63][Cl:64].[F:5][C:6]([c:7]1[cH:8][cH:9][c:10](-[c:13]2[c:14]([C:19](=[O:20])[OH:21])[cH:15][cH:16][cH:17][cH:18]2)[cH:11][cH:12]1)([F:22])[F:23].[NH2:24][c:25]1[cH:26][cH:27][c:28]([N:31]2[CH2:32][CH2:33][CH:34]([CH:37]([C:38](=[O:39])[O:40][CH3:41])[c:42]3[cH:43][cH:44][cH:45][cH:46][cH:47]3)[CH2:35][CH2:36]2)[cH:29][cH:30]1.[O:57]=[CH:58][N:59]([CH3:60])[CH3:61].[OH2:65].[S:1]([Cl:2])([Cl:3])=[O:4]>>[F:5][C:6]([c:7]1[cH:8][cH:9][c:10](-[c:13]2[c:14]([C:19](=[O:20])[NH:24][c:25]3[cH:26][cH:27][c:28]([N:31]4[CH2:32][CH2:33][CH:34]([CH:37]([C:38](=[O:39])[O:40][CH3:41])[c:42]5[cH:43][cH:44][cH:45][cH:46][cH:47]5)[CH2:35][CH2:36]4)[cH:29][cH:30]3)[cH:15][cH:16][cH:17][cH:18]2)[cH:11][cH:12]1)([F:22])[F:23].